From a dataset of the Open Reaction Database (ORD), a public repository of structured organic reaction records. describe an organic reaction: reactants, conditions, products, and yield The reactants are CCCN(C)C(=O)c1cc(N)cc(C(=O)OC)c1, CS(=O)(=O)Cl, ClCCl, c1ccncc1. Yields the product CCCN(C)C(=O)c1cc(NS(C)(=O)=O)cc(C(=O)OC)c1. RXN SMILES: [CH3:1][O:2][C:3]([c:4]1[cH:5][c:6]([C:7](=[O:8])[N:9]([CH2:10][CH2:11][CH3:12])[CH3:13])[cH:14][c:15]([NH2:17])[cH:16]1)=[O:18].[CH3:25][S:26]([Cl:27])(=[O:28])=[O:29].[Cl:30][CH2:31][Cl:32].[cH:19]1[cH:20][cH:21][n:22][cH:23][cH:24]1>>[CH3:1][O:2][C:3]([c:4]1[cH:5][c:6]([C:7](=[O:8])[N:9]([CH2:10][CH2:11][CH3:12])[CH3:13])[cH:14][c:15]([NH:17][S:26]([CH3:25])(=[O:28])=[O:29])[cH:16]1)=[O:18]. Reactants: C(C1=CC=CC=C1)OC1=CC(=C(C=C1)CC(=O)OC)OCC(F)(F)F (methyl 4-benzyloxy-2-(2,2,2-trifluoroethoxy)phenylacetate). Reagents/catalysts: [Pd] (palladium black). Run in CO (MeOH). Reaction conditions: time 3 hour. The product is OC1=CC(=C(C=C1)CC(=O)OC)OCC(F)(F)F (methyl 4-hydroxy-2-(2,2,2-trifluoroethoxy)phenylacetate). Reaction SMILES: C([O:8][C:9]1[CH:14]=[CH:13][C:12]([CH2:15][C:16]([O:18][CH3:19])=[O:17])=[C:11]([O:20][CH2:21][C:22]([F:25])([F:24])[F:23])[CH:10]=1)C1C=CC=CC=1>CO.[Pd]>[OH:8][C:9]1[CH:14]=[CH:13][C:12]([CH2:15][C:16]([O:18][CH3:19])=[O:17])=[C:11]([O:20][CH2:21][C:22]([F:23])([F:24])[F:25])[CH:10]=1. Reported procedure: To a stirred solution of methyl 4-benzyloxy-2-(2,2,2-trifluoroethoxy)phenylacetate from Step 3 in MeOH was added palladium black (250 mg). The mixture was stirred under an atmosphere of hydrogen gas (1 atm) for 3 h. The hydrogen was removed by bubbling argon through the mixture for 10 min, and the catalyst was removed by filtration. The filtrate solvents were removed inder reduced pressure and the residue was purifed by pressurized silica gel column chromatography using 1:3 EtOAc:hexanes as elua... The reactants are N1=C(Cl)N=C(Cl)N=C1Cl (cyanuric chloride), [OH-].[Na+] (NaOH), CC(=O)C (acetone), C12CNCC(CC1)CC2 (3-azabicyclo[3.2.2]nonane). Solvent: O (water), O (water), O (water). Reaction conditions: time 2 hour. Product: ClC1=NC(=NC(=N1)N1CC2CCC(C1)CC2)N2CC1CCC(C2)CC1 (3,3'-(6-chloro-s-triazine-2,4-diyl)bis-3-azabicyclo[3.2.2]nonane). As a reaction SMILES: [N:1]1[C:8](Cl)=[N:7][C:5](Cl)=[N:4][C:2]=1[Cl:3].[CH3:10][C:11]([CH3:13])=O.[CH:14]12[CH2:22][CH2:21][CH:18]([CH2:19][CH2:20]1)[CH2:17][NH:16][CH2:15]2.[OH-].[Na+]>O>[Cl:3][C:2]1[N:1]=[C:8]([N:16]2[CH2:15][CH:14]3[CH2:22][CH2:13][CH:11]([CH2:19][CH2:20]3)[CH2:10]2)[N:7]=[C:5]([N:16]2[CH2:17][CH:18]3[CH2:21][CH2:22][CH:14]([CH2:20][CH2:19]3)[CH2:15]2)[N:4]=1 |f:3.4|. Procedure details: Eighty grams (0.43 mole) of cyanuric chloride is dissolved in 800 ml. of acetone, cooled to less than 10° C. and then one liter of water is added followed by 120 g. (0.96 mole) of 3-azabicyclo[3.2.2]nonane. After 2 hours the reaction is allowed to warm to room temperature and after a further 2 hours 35 g. (0.87 mole) of NaOH in 200 ml. of water is added over 2 hours. The reaction is then stirred for one hour and is then heated to reflux for a further one hour. Dilution with 2 l. of water gives a...